Dataset: the Open Reaction Database (ORD), a public repository of structured organic reaction records. Task: describe an organic reaction: reactants, conditions, products, and yield The reactants are CC(=O)OC(C)=O, CCOC(C)=O, O=C(O)C1CCNCC1. Yields the product CC(=O)N1CCC(C(=O)O)CC1. RXN SMILES: [CH3:10][C:11](=[O:12])[O:13][C:14](=[O:15])[CH3:16].[CH3:17][CH2:18][O:19][C:20](=[O:21])[CH3:22].[NH:1]1[CH2:2][CH2:3][CH:4]([C:5](=[O:6])[OH:7])[CH2:8][CH2:9]1>>[N:1]1([C:11]([CH3:10])=[O:12])[CH2:2][CH2:3][CH:4]([C:5](=[O:6])[OH:7])[CH2:8][CH2:9]1. Reactants: CCO, CC(C)N1CCN(CCCN2C(=O)c3ccccc3C2=O)CC1, NN, O. Product: CC(C)N1CCN(CCCN)CC1. RXN SMILES: [CH3:27][CH2:28][OH:29].[CH:1]([CH3:2])([CH3:3])[N:4]1[CH2:5][CH2:6][N:7]([CH2:10][CH2:11][CH2:12][N:13]2[C:14](=[O:15])[c:16]3[cH:17][cH:18][cH:19][cH:20][c:21]3[C:22]2=[O:23])[CH2:8][CH2:9]1.[NH2:25][NH2:26].[OH2:24]>>[CH:1]([CH3:2])([CH3:3])[N:4]1[CH2:5][CH2:6][N:7]([CH2:10][CH2:11][CH2:12][NH2:13])[CH2:8][CH2:9]1. The product is C12(CC3CC(CC(C1)C3)C2)CC(=O)C2=CC=C(C=C2)OC(C(C)(C)OC2=CC=C(C=C2)Cl)=O (2-(p-chlorophenoxy)-isobutyric acid-p-(1-adamantylacetyl)-phenyl ester). Procedure: 6.75 g (25 mmol) of p-(1-adamantylacetyl)-phenol and 6 g (25.7 mmol) of 2-(p-chlorophenoxy)-isobutyric acid chloride was mixed with 60 ml of dry pyridine and kept at 40° C. for 4 hours. After addition of 40 ml of water a crystalline product was obtained which was sucked off, washed with water and dried. The reactants are C12(CC3CC(CC(C1)C3)C2)CC(=O)C2=CC=C(C=C2)O (p-(1-adamantylacetyl)-phenol), ClC1=CC=C(OC(C(=O)Cl)(C)C)C=C1 (2-(p-chlorophenoxy)-isobutyric acid chloride), N1=CC=CC=C1 (pyridine). Run in O (water). Run at time 4 hour. As a reaction SMILES: [C:1]12([CH2:11][C:12]([C:14]3[CH:19]=[CH:18][C:17]([OH:20])=[CH:16][CH:15]=3)=[O:13])[CH2:10][CH:5]3[CH2:6][CH:7]([CH2:9][CH:3]([CH2:4]3)[CH2:2]1)[CH2:8]2.[Cl:21][C:22]1[CH:34]=[CH:33][C:25]([O:26][C:27]([CH3:32])([CH3:31])[C:28](Cl)=[O:29])=[CH:24][CH:23]=1.N1C=CC=CC=1>O>[C:1]12([CH2:11][C:12]([C:14]3[CH:15]=[CH:16][C:17]([O:20][C:28](=[O:29])[C:27]([O:26][C:25]4[CH:33]=[CH:34][C:22]([Cl:21])=[CH:23][CH:24]=4)([CH3:32])[CH3:31])=[CH:18][CH:19]=3)=[O:13])[CH2:10][CH:5]3[CH2:6][CH:7]([CH2:9][CH:3]([CH2:4]3)[CH2:2]1)[CH2:8]2.